The task is: describe an organic reaction: reactants, conditions, products, and yield. This data is from the Open Reaction Database (ORD), a public repository of structured organic reaction records. Starting materials: CCOC(=O)c1cc2cc(Br)ccc2nc1C, CCOC(C)=O, CC(C)c1onc(-c2c(Cl)cccc2Cl)c1COc1ccc(B2OC(C)(C)C(C)(C)O2)cc1, [K+], [K+], [K+], C1COCCO1, O, O=P([O-])([O-])[O-], c1ccc(P(c2ccccc2)c2ccccc2)cc1. Product: CCOC(=O)c1cc2cc(-c3ccc(OCc4c(-c5c(Cl)cccc5Cl)noc4C(C)C)cc3)ccc2nc1C. As a reaction SMILES: [Br:1][c:2]1[cH:3][c:4]2[cH:5][c:6]([C:13](=[O:14])[O:15][CH2:16][CH3:17])[c:7]([CH3:12])[n:8][c:9]2[cH:10][cH:11]1.[CH3:78][CH2:79][O:80][C:81](=[O:82])[CH3:83].[Cl:18][c:19]1[c:20](-[c:26]2[n:27][o:28][c:29]([CH:48]([CH3:49])[CH3:50])[c:30]2[CH2:31][O:32][c:33]2[cH:34][cH:35][c:36]([B:39]3[O:40][C:41]([CH3:42])([CH3:43])[C:44]([CH3:45])([CH3:46])[O:47]3)[cH:37][cH:38]2)[c:21]([Cl:25])[cH:22][cH:23][cH:24]1.[K+:75].[K+:76].[K+:77].[O:85]1[CH2:86][CH2:87][O:88][CH2:89][CH2:90]1.[OH2:84].[P:70]([O-:71])([O-:72])([O-:73])=[O:74].[c:51]1([P:52]([c:53]2[cH:54][cH:55][cH:56][cH:57][cH:58]2)[c:59]2[cH:60][cH:61][cH:62][cH:63][cH:64]2)[cH:65][cH:66][cH:67][cH:68][cH:69]1>>[c:2]1(-[c:36]2[cH:35][cH:34][c:33]([O:32][CH2:31][c:30]3[c:26](-[c:20]4[c:19]([Cl:18])[cH:24][cH:23][cH:22][c:21]4[Cl:25])[n:27][o:28][c:29]3[CH:48]([CH3:49])[CH3:50])[cH:38][cH:37]2)[cH:3][c:4]2[cH:5][c:6]([C:13](=[O:14])[O:15][CH2:16][CH3:17])[c:7]([CH3:12])[n:8][c:9]2[cH:10][cH:11]1.